This data is from the Open Reaction Database (ORD), a public repository of structured organic reaction records. The task is: describe an organic reaction: reactants, conditions, products, and yield Starting materials: CC(CCc1ccccc1)NC1CCc2c(ccc(OCc3ccccc3)c2C(N)=O)C1O, CO, Cl. Yields the product Cl, CC(CCc1ccccc1)NC1CCc2c(ccc(O)c2C(N)=O)C1O. Reaction SMILES: [CH2:2]([c:3]1[cH:4][cH:5][cH:6][cH:7][cH:8]1)[O:9][c:10]1[c:11]([C:32](=[O:33])[NH2:34])[c:12]2[c:17]([cH:18][cH:19]1)[CH:16]([OH:20])[CH:15]([NH:21][CH:22]([CH2:23][CH2:24][c:25]1[cH:26][cH:27][cH:28][cH:29][cH:30]1)[CH3:31])[CH2:14][CH2:13]2.[CH3:35][OH:36].[ClH:1]>>[ClH:1].[OH:9][c:10]1[c:11]([C:32](=[O:33])[NH2:34])[c:12]2[c:17]([cH:18][cH:19]1)[CH:16]([OH:20])[CH:15]([NH:21][CH:22]([CH2:23][CH2:24][c:25]1[cH:26][cH:27][cH:28][cH:29][cH:30]1)[CH3:31])[CH2:14][CH2:13]2.